From a dataset of the Open Reaction Database (ORD), a public repository of structured organic reaction records. describe an organic reaction: reactants, conditions, products, and yield The reactants are C(O)CN (Ethanolamine), ClC1=C(NC(=C1)C(=O)Cl)C(=O)OC (methyl 3-chloro-5-(chlorocarbonyl)-1H-pyrrole-2-carboxylate). The solvent is C1CCOC1 (THF). The product is ClC1=C(NC(=C1)C(=O)NCCO)C(=O)OC (Methyl 3-chloro-5-{[(2-hydroxyethyl)amino]carbonyl}-1H-pyrrole-2-carboxylate). Isolated yield 57.3%. Reaction SMILES: [CH2:1]([CH2:3][NH2:4])[OH:2].[Cl:5][C:6]1[CH:10]=[C:9]([C:11](Cl)=[O:12])[NH:8][C:7]=1[C:14]([O:16][CH3:17])=[O:15]>C1COCC1>[Cl:5][C:6]1[CH:10]=[C:9]([C:11]([NH:4][CH2:3][CH2:1][OH:2])=[O:12])[NH:8][C:7]=1[C:14]([O:16][CH3:17])=[O:15]. Reported procedure: Ethanolamine (0.175 mL, 2.90 mmol) was added to a solution of methyl 3-chloro-5-(chlorocarbonyl)-1H-pyrrole-2-carboxylate (0.150 g, 0.580 mmol) in THF and the resulting solution stirred until no starting material was evident by TLC. Purification was accomplished by silica gel column chromatography (30-100% EtOAc/hexanes) to afford the title compound (0.082 g, 57%) as a white solid. 1H NMR (400 MHz, DMSO-d6) δ ppm 12.37 (br. s., 1H), 8.42 (t, 1H), 6.80 (s, 1H), 4.75 (t, 1H), 3.78 (s, 3H), 3.46 (q... The product is O=C1NCCc2cc(Br)ccc21. Reactants: O=C1CCc2cc(Br)ccc21, [N-]=[N+]=[N-], [Na+], [Na+], [OH-], O=S(=O)(O)O. RXN SMILES: [Br:1][c:2]1[cH:3][c:4]2[c:8]([cH:9][cH:10]1)[C:7](=[O:11])[CH2:6][CH2:5]2.[N-:13]=[N+:14]=[N-:15].[Na+:12].[Na+:17].[OH-:16].[S:18](=[O:19])(=[O:20])([OH:21])[OH:22]>>[Br:1][c:2]1[cH:3][c:4]2[c:8]([cH:9][cH:10]1)[C:7](=[O:11])[NH:13][CH2:6][CH2:5]2.